Dataset: the Open Reaction Database (ORD), a public repository of structured organic reaction records. Task: describe an organic reaction: reactants, conditions, products, and yield Reactants: CC(C)(C)c1cc(CN2CCNCC2)cc(C(C)(C)C)c1, O=C([O-])[O-], CCCC[N+](CCCC)(CCCC)CCCC, CC(C)=O, COCOc1ccc(C2(C)COc3cc(OCOC)ccc3C2c2ccc(OCCCl)cc2)cc1, [I-], [K+], [K+], CN(C)C=O. Yields the product COCOc1ccc(C2(C)COc3cc(OCOC)ccc3C2c2ccc(OCCN3CCN(Cc4cc(C(C)(C)C)cc(C(C)(C)C)c4)CC3)cc2)cc1. RXN SMILES: [C:36]([CH3:37])([CH3:38])([CH3:39])[c:40]1[cH:41][c:42]([CH2:50][N:51]2[CH2:52][CH2:53][NH:54][CH2:55][CH2:56]2)[cH:43][c:44]([C:46]([CH3:47])([CH3:48])[CH3:49])[cH:45]1.[C:57](=[O:58])([O-:59])[O-:60].[CH2:73]([N+:74]([CH2:75][CH2:76][CH2:77][CH3:78])([CH2:79][CH2:80][CH2:81][CH3:82])[CH2:83][CH2:84][CH2:85][CH3:86])[CH2:87][CH2:88][CH3:89].[CH3:63][C:64](=[O:65])[CH3:66].[Cl:1][CH2:2][CH2:3][O:4][c:5]1[cH:6][cH:7][c:8]([CH:11]2[C:12]([CH3:25])([c:26]3[cH:27][cH:28][c:29]([O:32][CH2:33][O:34][CH3:35])[cH:30][cH:31]3)[CH2:13][O:14][c:15]3[cH:16][c:17]([O:21][CH2:22][O:23][CH3:24])[cH:18][cH:19][c:20]32)[cH:9][cH:10]1.[I-:72].[K+:61].[K+:62].[O:67]=[CH:68][N:69]([CH3:70])[CH3:71]>>[CH2:2]([CH2:3][O:4][c:5]1[cH:6][cH:7][c:8]([CH:11]2[C:12]([CH3:25])([c:26]3[cH:27][cH:28][c:29]([O:32][CH2:33][O:34][CH3:35])[cH:30][cH:31]3)[CH2:13][O:14][c:15]3[cH:16][c:17]([O:21][CH2:22][O:23][CH3:24])[cH:18][cH:19][c:20]32)[cH:9][cH:10]1)[N:54]1[CH2:53][CH2:52][N:51]([CH2:50][c:42]2[cH:41][c:40]([C:36]([CH3:37])([CH3:38])[CH3:39])[cH:45][c:44]([C:46]([CH3:47])([CH3:48])[CH3:49])[cH:43]2)[CH2:56][CH2:55]1. The reactants are C(C)(=O)OCC (ethyl acetate), ClC(CCC(=O)O)(F)F (4-chloro-4,4-difluorobutyric acid), N,N'-carbonyldiimidazole, C(C1=CC=CC=C1)S (benzyl mercaptan). Run in CN(C=O)C (dimethylformamide). Reaction conditions: temperature 0 celsius, time 2 hour. The product is ClC(CCC(=O)SCC1=CC=CC=C1)(F)F (S-Benzyl 4-chloro-4,4-difluorothiobutyrate). Reaction SMILES: [Cl:1][C:2]([F:9])([F:8])[CH2:3][CH2:4][C:5](O)=[O:6].[CH2:10]([SH:17])[C:11]1[CH:16]=[CH:15][CH:14]=[CH:13][CH:12]=1.C(OCC)(=O)C>CN(C)C=O>[Cl:1][C:2]([F:9])([F:8])[CH2:3][CH2:4][C:5]([S:17][CH2:10][C:11]1[CH:16]=[CH:15][CH:14]=[CH:13][CH:12]=1)=[O:6]. Procedure: 4.0 g of 4-chloro-4,4-difluorobutyric acid are added dropwise over the course of 45 minutes to a solution of 4.5 g of N,N'-carbonyldiimidazole in 30 ml of dimethylformamide at 0° C. After the solution has been stirred at 0° C. for 2 hours, 2.82 g of benzyl mercaptan are added and the mixture is allowed to warm to room temperature over the course of 17 hours. Then 100 ml of ethyl acetate are added and the organic solution is washed with saturated sodium chloride solution. The organic phase is dri... Starting materials: CCOC(C)=O, [Cl-], CCOC(=O)Cl, CCSCCCNc1c(S(=O)(=O)C(F)(F)F)c(C#N)nn1-c1c(Cl)cc(C(F)(F)F)cc1Cl, [H-], [NH4+], [Na+], C1CCOC1. The product is CCOC(=O)N(CCCSCC)c1c(S(=O)(=O)C(F)(F)F)c(C#N)nn1-c1c(Cl)cc(C(F)(F)F)cc1Cl. RXN SMILES: [CH3:49][CH2:50][O:51][C:52](=[O:53])[CH3:54].[Cl-:42].[Cl:36][C:37](=[O:38])[O:39][CH2:40][CH3:41].[Cl:3][c:4]1[c:5](-[n:15]2[n:16][c:17]([C:34]#[N:35])[c:18]([S:27](=[O:28])(=[O:29])[C:30]([F:31])([F:32])[F:33])[c:19]2[NH:20][CH2:21][CH2:22][CH2:23][S:24][CH2:25][CH3:26])[c:6]([Cl:14])[cH:7][c:8]([C:10]([F:11])([F:12])[F:13])[cH:9]1.[H-:1].[NH4+:43].[Na+:2].[O:44]1[CH2:45][CH2:46][CH2:47][CH2:48]1>>[Cl:3][c:4]1[c:5](-[n:15]2[n:16][c:17]([C:34]#[N:35])[c:18]([S:27](=[O:28])(=[O:29])[C:30]([F:31])([F:32])[F:33])[c:19]2[N:20]([CH2:21][CH2:22][CH2:23][S:24][CH2:25][CH3:26])[C:37](=[O:38])[O:39][CH2:40][CH3:41])[c:6]([Cl:14])[cH:7][c:8]([C:10]([F:11])([F:12])[F:13])[cH:9]1. Starting materials: CC(=O)O, Cc1nc2c([N+](=O)[O-])ccc(C#N)c2o1, [Fe]. Yields the product Cc1nc2c(N)ccc(C#N)c2o1. RXN SMILES: [C:16]([OH:17])(=[O:18])[CH3:19].[C:1](#[N:2])[c:3]1[cH:4][cH:5][c:6]([N+:13]([O-:14])=[O:15])[c:7]2[n:8][c:9]([CH3:12])[o:10][c:11]12.[Fe:20]>>[C:1](#[N:2])[c:3]1[cH:4][cH:5][c:6]([NH2:13])[c:7]2[n:8][c:9]([CH3:12])[o:10][c:11]12.